From a dataset of the Open Reaction Database (ORD), a public repository of structured organic reaction records. describe an organic reaction: reactants, conditions, products, and yield Starting materials: NC1=NN(C2=CC=C(C=C12)C=1N=NN(C1)CC1=CC=CC=C1)C(=O)OC(C)(C)C (tert-Butyl 3-amino-5-(1-benzyl-1H-1,2,3-triazol-4-yl)-1H-indazole-1-carboxylate), C(C)(C)N(CC)C(C)C (diisopropylethylamine), BrCC(=O)Cl (2-bromoacetyl chloride), BrCC(=O)Cl (2-bromoacetyl chloride). Solvent: O1CCCC1 (tetrahydrofuran). Run at time 15 minute. Yields the product C(C1=CC=CC=C1)N1N=NC(=C1)C=1C=C2C(=NN(C2=CC1)C(=O)OC(C)(C)C)NC(CBr)=O (tert-butyl 5-(1-benzyl-1H-1,2,3-triazol-4-yl)-3-(2-bromoacetamido)-1H-indazole-1-carboxylate). Reaction SMILES: [NH2:1][C:2]1[C:10]2[C:5](=[CH:6][CH:7]=[C:8]([C:11]3[N:12]=[N:13][N:14]([CH2:16][C:17]4[CH:22]=[CH:21][CH:20]=[CH:19][CH:18]=4)[CH:15]=3)[CH:9]=2)[N:4]([C:23]([O:25][C:26]([CH3:29])([CH3:28])[CH3:27])=[O:24])[N:3]=1.C(N(C(C)C)CC)(C)C.[Br:39][CH2:40][C:41](Cl)=[O:42]>O1CCCC1>[CH2:16]([N:14]1[CH:15]=[C:11]([C:8]2[CH:9]=[C:10]3[C:5](=[CH:6][CH:7]=2)[N:4]([C:23]([O:25][C:26]([CH3:29])([CH3:28])[CH3:27])=[O:24])[N:3]=[C:2]3[NH:1][C:41](=[O:42])[CH2:40][Br:39])[N:12]=[N:13]1)[C:17]1[CH:22]=[CH:21][CH:20]=[CH:19][CH:18]=1. Reported procedure: To a suspension of Example 64A (500 mg, 1.28 mmol) in tetrahydrofuran (12 mL) was added diisopropylethylamine (0.22 mL, 1.28 mmol). The reaction mixture was stirred at ambient temperature for about 15 minutes then 2-bromoacetyl chloride (0.11 mL, 1.2 mmol) was added. The reaction mixture was stirred at ambient temperature for about 16 hours then additional 2-bromoacetyl chloride (0.11 mL, 1.2 mmol) was added. The reaction mixture was stirred for an additional 15 minutes then concentrated under r... Reactants: [Al], O=c1c2ccc(Cl)cc2n(Cc2ccccc2)n2cccc12, C1CCOC1, O=C1CCC(=O)N1Cl. Yields the product O=c1c2ccc(Cl)cc2n(Cc2ccccc2)n2c(Cl)ccc12. RXN SMILES: [Al:31].[CH2:1]([c:2]1[cH:3][cH:4][cH:5][cH:6][cH:7]1)[n:8]1[n:9]2[c:10]([c:11](=[O:19])[c:12]3[cH:13][cH:14][c:15]([Cl:18])[cH:16][c:17]13)[cH:20][cH:21][cH:22]2.[CH2:32]1[O:33][CH2:34][CH2:35][CH2:36]1.[Cl:23][N:24]1[C:25](=[O:26])[CH2:27][CH2:28][C:29]1=[O:30]>>[CH2:1]([c:2]1[cH:3][cH:4][cH:5][cH:6][cH:7]1)[n:8]1[n:9]2[c:10]([c:11](=[O:19])[c:12]3[cH:13][cH:14][c:15]([Cl:18])[cH:16][c:17]13)[cH:20][cH:21][c:22]2[Cl:23]. The reactants are [BH4-].[Na+] (NaBH4), Cl.C(C)OC(CCCN)=O (4-amino-butyric acid ethyl ester hydrochloride), TEA, O1C=CC2=C1C=C(C=C2)C=O (benzofuran-6-carbaldehyde), [O-]S(=O)(=O)[O-].[Mg+2] (MgSO4). The solvent is CO (MeOH), C1CCOC1 (THF). Conditions: temperature 20 celsius, time 5 minute. Product: C(C)OC(CCCNCC1=CC2=C(C=CO2)C=C1)=O (4-[(benzofuran-6-ylmethyl)-amino]-butyric acid ethyl ester). RXN SMILES: Cl.[CH2:2]([O:4][C:5](=[O:10])[CH2:6][CH2:7][CH2:8][NH2:9])[CH3:3].[O:11]1[C:15]2[CH:16]=[C:17]([CH:20]=O)[CH:18]=[CH:19][C:14]=2[CH:13]=[CH:12]1.[O-]S([O-])(=O)=O.[Mg+2].[BH4-].[Na+]>C1COCC1.CO>[CH2:2]([O:4][C:5](=[O:10])[CH2:6][CH2:7][CH2:8][NH:9][CH2:20][C:17]1[CH:18]=[CH:19][C:14]2[CH:13]=[CH:12][O:11][C:15]=2[CH:16]=1)[CH3:3] |f:0.1,3.4,5.6|. Reported procedure: To a solution of 4-amino-butyric acid ethyl ester hydrochloride (1 eq.) in THF was added TEA (2.5 eq.). The mixture was stirred 5 min at 20° C., then benzofuran-6-carbaldehyde (0.95 eq.) and MgSO4 (3 eq.) were added. The reaction was refluxed for 2 h, then cooled to 20° C. and filtered. The filtrate was added to a suspension of NaBH4 (2 to 6 eq.) in MeOH at −15° C. The reaction was stirred for 2 h at −15° C. The reaction was quenched with the addition of aqueous HCl 2N until pH=2. The aqueous la...